From a dataset of the Open Reaction Database (ORD), a public repository of structured organic reaction records. describe an organic reaction: reactants, conditions, products, and yield Reactants: [H-].[Na+] (sodium hydride), C1(=CC=CC=C1)C=1N=CC(=NC1C1=CC=CC=C1)NC (5,6-diphenyl-2-(methylamino)-pyrazine), C(C1=CC=CC=C1)OC1=C2CCC(=CC2=CC=C1)CCl (5-(benzyloxy)-2-(chloromethyl)-3,4-dihydronaphthalene). The solvent is CN(C=O)C (N,N-dimethylformamide), CN(C=O)C (N,N-dimethylformamide), ice water. Reaction conditions: temperature 80 celsius, time 30 minute. The product is C(C1=CC=CC=C1)OC1=C2CCC(=CC2=CC=C1)CN(C)C1=NC(=C(N=C1)C1=CC=CC=C1)C1=CC=CC=C1 (5-(benzyloxy)-2-{[N-(5,6-diphenylpyrazin-2-yl)-N-methylamino]methyl}-3,4-dihydronaphthalene). Yield: 104.3%. As a reaction SMILES: [H-].[Na+].[C:3]1([C:9]2[N:10]=[CH:11][C:12]([NH:21][CH3:22])=[N:13][C:14]=2[C:15]2[CH:20]=[CH:19][CH:18]=[CH:17][CH:16]=2)[CH:8]=[CH:7][CH:6]=[CH:5][CH:4]=1.[CH2:23]([O:30][C:31]1[CH:40]=[CH:39][CH:38]=[C:37]2[C:32]=1[CH2:33][CH2:34][C:35]([CH2:41]Cl)=[CH:36]2)[C:24]1[CH:29]=[CH:28][CH:27]=[CH:26][CH:25]=1>CN(C)C=O>[CH2:23]([O:30][C:31]1[CH:40]=[CH:39][CH:38]=[C:37]2[C:32]=1[CH2:33][CH2:34][C:35]([CH2:41][N:21]([C:12]1[CH:11]=[N:10][C:9]([C:3]3[CH:8]=[CH:7][CH:6]=[CH:5][CH:4]=3)=[C:14]([C:15]3[CH:20]=[CH:19][CH:18]=[CH:17][CH:16]=3)[N:13]=1)[CH3:22])=[CH:36]2)[C:24]1[CH:29]=[CH:28][CH:27]=[CH:26][CH:25]=1 |f:0.1|. Reported procedure: Under an argon atmospshere, 0.97 g of 60% sodium hydride was suspended in anhydrous N,N-dimethylformamide and 0.97 g of 5,6-diphenyl-2-(methylamino)-pyrazine was added in three portions. After stirring at 80° C. for 30 minutes, the reaction solution was ice-cooled and a solution of 0.97 g of 5-(benzyloxy)-2-(chloromethyl)-3,4-dihydronaphthalene in 5 ml of anhydrous N,N-dimethylformamide was added dropwise. After stirring for 30 minutes, the reaction solution was diluted with ice water and then e... The reactants are S1C=C(C=C1)C=1C(=NC=2N(C1)N=CC2)C2=CC=C(C=O)C=C2 (4-(6-thiophen-3-yl-pyrazolo[1,5-a]pyrimidin-5-yl)-benzaldehyde), NC=1NC=CN1 (2-aminoimidazole). The product is S1C=C(C=C1)C=1C(=NC=2N(C1)C=CN2)C2=CC=C(C=O)C=C2 (4-(6-Thiophen-3-yl-imidazo[1,2-a]pyrimidin-7-yl)benzaldehyde). Reaction SMILES: [S:1]1[CH:5]=[CH:4][C:3]([C:6]2[C:7]([C:15]3[CH:22]=[CH:21][C:18]([CH:19]=[O:20])=[CH:17][CH:16]=3)=[N:8][C:9]3[N:10](N=CC=3)[CH:11]=2)=[CH:2]1.NC1[NH:25][CH:26]=[CH:27]N=1>>[S:1]1[CH:5]=[CH:4][C:3]([C:6]2[C:7]([C:15]3[CH:16]=[CH:17][C:18]([CH:19]=[O:20])=[CH:21][CH:22]=3)=[N:8][C:9]3[N:10]([CH:27]=[CH:26][N:25]=3)[CH:11]=2)=[CH:2]1. Reported procedure: This compound was prepared in a manner according to 4-(6-thiophen-3-yl-pyrazolo[1,5-a]pyrimidin-5-yl)-benzaldehyde by using 2-aminoimidazole in the first step.